From a dataset of the Open Reaction Database (ORD), a public repository of structured organic reaction records. describe an organic reaction: reactants, conditions, products, and yield Reactants: ClC=1C=CC(=C(C=O)C1)C (5-Chloro-2-methyl-benzaldehyde), ClC1=CC=C2CC(NC2=C1)=O (6-chlorooxindole), N1CCCC1 (pyrrolidine). The solvent is CO (methanol). Reaction conditions: temperature 70 celsius. The product is ClC1=CC=C2/C(/C(NC2=C1)=O)=C/C1=C(C=CC(=C1)Cl)C (Z-6-Chloro-3-(5-chloro-2-methyl-benzylidene)-1,3-dihydro-indol-2-one). Yield: 92.5%. RXN SMILES: [Cl:1][C:2]1[CH:3]=[CH:4][C:5]([CH3:10])=[C:6]([CH:9]=1)[CH:7]=O.[Cl:11][C:12]1[CH:20]=[C:19]2[C:15]([CH2:16][C:17](=[O:21])[NH:18]2)=[CH:14][CH:13]=1.N1CCCC1>CO>[Cl:11][C:12]1[CH:20]=[C:19]2[C:15](/[C:16](=[CH:7]/[C:6]3[CH:9]=[C:2]([Cl:1])[CH:3]=[CH:4][C:5]=3[CH3:10])/[C:17](=[O:21])[NH:18]2)=[CH:14][CH:13]=1. Procedure details: 5-Chloro-2-methyl-benzaldehyde (4 g, 16 mmol) and 6-chlorooxindole (2.5 g, 16 mmol) were mixed in anhydrous methanol (20 mL). Then pyrrolidine (1.32 mL, 16 mmol) was added slowly at r.t. The mixture was heated to 70° C. for 3 h and cooled to room temperature. The precipitate was collected by filtration to give title compound as yellow solid (Yield: 4.5 g). Reactants: O=C(Cl)CCl, ClCCl, CC(C)(C)NCC(O)c1cccc(Cl)c1. The product is CC(C)(C)N(CC(O)c1cccc(Cl)c1)C(=O)CCl. Reaction SMILES: [Cl:1][CH2:2][C:3](=[O:4])[Cl:5].[Cl:21][CH2:22][Cl:23].[Cl:6][c:7]1[cH:8][c:9]([CH:13]([OH:14])[CH2:15][NH:16][C:17]([CH3:18])([CH3:19])[CH3:20])[cH:10][cH:11][cH:12]1>>[Cl:1][CH2:2][C:3](=[O:4])[N:16]([CH2:15][CH:13]([c:9]1[cH:8][c:7]([Cl:6])[cH:12][cH:11][cH:10]1)[OH:14])[C:17]([CH3:18])([CH3:19])[CH3:20]. Starting materials: CN, CO, COC(=O)C(C)C1(N)Cc2ccccc2S1, Cl. The product is Cl, CNC(=O)C(C)C1(N)Cc2ccccc2S1. As a reaction SMILES: [CH3:18][NH2:19].[CH3:20][OH:21].[CH3:2][O:3][C:4]([CH:5]([CH3:6])[C:7]1([NH2:16])[CH2:8][c:9]2[c:10]([cH:12][cH:13][cH:14][cH:15]2)[S:11]1)=[O:17].[ClH:1]>>[ClH:1].[O:3]=[C:4]([CH:5]([CH3:6])[C:7]1([NH2:16])[CH2:8][c:9]2[c:10]([cH:12][cH:13][cH:14][cH:15]2)[S:11]1)[NH:19][CH3:18]. Reactants: C(=O)([O-])[O-].[Na+].[Na+] (Na2CO3), BrC=1C=C(C(=O)O)C=CN1 (2-Bromoisonicotinic acid), C1(=CC=CC=C1)B(O)O (phenylboronic acid). The reagents and catalysts are C=1C=CC(=CC1)[P](C=2C=CC=CC2)(C=3C=CC=CC3)[Pd]([P](C=4C=CC=CC4)(C=5C=CC=CC5)C=6C=CC=CC6)([P](C=7C=CC=CC7)(C=8C=CC=CC8)C=9C=CC=CC9)[P](C=1C=CC=CC1)(C=1C=CC=CC1)C=1C=CC=CC1 (Pd(PPh3)4). Solvent: CN(C)C=O (DMF). Run at time 15 minute. Product: C1(=CC=CC=C1)C=1C=C(C(=O)O)C=CN1 (2-phenylisonicotinic acid). Yield: 60.2%. As a reaction SMILES: Br[C:2]1[CH:3]=[C:4]([CH:8]=[CH:9][N:10]=1)[C:5]([OH:7])=[O:6].C([O-])([O-])=O.[Na+].[Na+].[C:17]1(B(O)O)[CH:22]=[CH:21][CH:20]=[CH:19][CH:18]=1>CN(C=O)C.C1C=CC([P]([Pd]([P](C2C=CC=CC=2)(C2C=CC=CC=2)C2C=CC=CC=2)([P](C2C=CC=CC=2)(C2C=CC=CC=2)C2C=CC=CC=2)[P](C2C=CC=CC=2)(C2C=CC=CC=2)C2C=CC=CC=2)(C2C=CC=CC=2)C2C=CC=CC=2)=CC=1>[C:17]1([C:2]2[CH:3]=[C:4]([CH:8]=[CH:9][N:10]=2)[C:5]([OH:7])=[O:6])[CH:22]=[CH:21][CH:20]=[CH:19][CH:18]=1 |f:1.2.3,^1:34,36,55,74|. Procedure: 2-Bromoisonicotinic acid (2.02 g, 10 mmol) was dissolved in DMF (80 mL) under argon. Pd(PPh3)4 (0.6 g, 0.52 mmol) was added, and the reaction mixture was stirred at room temperature for 15 min. Na2CO3 (aq. 2N, 40 mL) was then added, followed by the addition of phenylboronic acid (1.67 g, 13.7 mmol). The reaction mixture was heated at 95° C. (18 h), cooled to room temperature and filtered through a celite pad. Water (80 mL) was added, and the mixture was acidified with HCl (2 N) to pH=4. The prec... Reactants: CCO, CCOC(=O)c1cc2c(=O)n(C(C)C)c3ccccc3n2c1, O. Product: CC(C)n1c(=O)c2cc(C(=O)O)cn2c2ccccc21. As a reaction SMILES: [CH2:24]([OH:25])[CH3:26].[CH:1]([CH3:2])([CH3:3])[n:4]1[c:5](=[O:22])[c:6]2[n:7]([c:8]3[cH:9][cH:10][cH:11][cH:12][c:13]13)[cH:14][c:15]([C:17](=[O:18])[O:19][CH2:20][CH3:21])[cH:16]2.[OH2:23]>>[CH:1]([CH3:2])([CH3:3])[n:4]1[c:5](=[O:22])[c:6]2[n:7]([c:8]3[cH:9][cH:10][cH:11][cH:12][c:13]13)[cH:14][c:15]([C:17](=[O:18])[OH:19])[cH:16]2. As a reaction SMILES: C([O:8][C:9]1[CH:10]=[CH:11][C:12]([CH:15]([CH2:17][NH:18][C:19]([CH3:22])([CH3:21])[CH3:20])[OH:16])=[N:13][CH:14]=1)C1C=CC=CC=1>[Pd].C(O)C>[C:19]([NH:18][CH2:17][CH:15]([C:12]1[CH:11]=[CH:10][C:9]([OH:8])=[CH:14][N:13]=1)[OH:16])([CH3:22])([CH3:20])[CH3:21]. The product is C(C)(C)(C)NCC(O)C1=NC=C(C=C1)O (α-(t-butylaminomethyl)-5-hydroxy-2-pyridinemethanol). Starting materials: C(C1=CC=CC=C1)OC=1C=CC(=NC1)C(O)CNC(C)(C)C (5-benzyloxy-α-(N-t-butylaminomethyl)-2-pyridinemethanol), hydrochloride salt. Reagents/catalysts: [Pd] (palladium-on-carbon). Run in C(C)O (ethanol). Reported procedure: A solution of 600 mg. (2 mmol) of 5-benzyloxy-α-(N-t-butylaminomethyl)-2-pyridinemethanol (liberated from the hydrochloride salt) in 100 ml. of ethanol is hydrogenated over 600 mg. of 10% palladium-on-carbon at 50 psi for 10 minutes. The catalyst is filtered and ethanol evaporated to dryness. The residue is recrystallized from ethanol to give α-(t-butylaminomethyl)-5-hydroxy-2-pyridinemethanol, m.p. 163°-165°C. Yields the product COC=1C=C(C=CC1OC)C1=NN(C([C@H]2CCCC[C@@H]12)=O)CC1=C(C=CC=C1)C(F)(F)F ((cis)-4-(3,4-Dimethoxyphenyl)-2-(2-trifluoromethylbenzyl)-4a,5,6,7,8,8a-hexahydro-2H-phthalazin-1-one). Reaction SMILES: [CH3:1][O:2][C:3]1[CH:4]=[C:5]([C:11]2[C@H:20]3[C@H:15]([CH2:16][CH2:17][CH2:18][CH2:19]3)[C:14](=[O:21])[NH:13][N:12]=2)[CH:6]=[CH:7][C:8]=1[O:9][CH3:10].[F:22][C:23]([F:33])([F:32])[C:24]1[CH:31]=[CH:30][CH:29]=[CH:28][C:25]=1[CH2:26]Cl.C(N1N=C(C2C=CC(OC)=C(OC)C=2)[C@H]2[C@H](CCCC2)C1=O)C1C=CC=CC=1>>[CH3:1][O:2][C:3]1[CH:4]=[C:5]([C:11]2[C@H:20]3[C@H:15]([CH2:16][CH2:17][CH2:18][CH2:19]3)[C:14](=[O:21])[N:13]([CH2:26][C:25]3[CH:28]=[CH:29][CH:30]=[CH:31][C:24]=3[C:23]([F:22])([F:32])[F:33])[N:12]=2)[CH:6]=[CH:7][C:8]=1[O:9][CH3:10]. The reactants are COC=1C=C(C=CC1OC)C1=NNC([C@H]2CCCC[C@@H]12)=O ((cis)-4-(3,4-Dimethoxyphenyl)-4a,5,6,7,8,8a-hexahydro-2H-phthalazin-1-one), FC(C1=C(CCl)C=CC=C1)(F)F (2-trifluoromethylbenzylchloride), C(C1=CC=CC=C1)N1C([C@H]2CCCC[C@H]2C(=N1)C1=CC(=C(C=C1)OC)OC)=O ((cis)-2-Benzyl-4-(3,4-dimethoxyphenyl)-4a,5,6,7,8,8a-hexahydro-2H-phthalazin-1-one). Procedure details: Prepared from compound 1 and 2-trifluoromethylbenzylchloride as described for compound 78. Purified by chromatography (dichloromethane). Crystallized from petroleum ether (60°-95° C.). M.p. 87°-88° C.